Dataset: the Open Reaction Database (ORD), a public repository of structured organic reaction records. Task: describe an organic reaction: reactants, conditions, products, and yield Starting materials: NC1=C(C(=NN1C1=C(C=C(C=C1Cl)Cl)Cl)C1=CC=NC=C1)C(=O)OCC (Ethyl 5-amino-3-(pyridin-4-yl)-1-(2,4,6-trichlorophenyl)-1H-pyrazole-4-carb-oxylate), [OH-].[K+] (KOH). Run in O (H2O). Conditions: time 4 hour. Product: NC1=C(C(=NN1C1=C(C=C(C=C1Cl)Cl)Cl)C1=CC=NC=C1)C(=O)O (5-Amino-3-(pyridine-4-yl)-1-(2,4,6-trichlorophenyl)-1H-pyrazole-4-carboxylic acid). Reaction SMILES: [NH2:1][C:2]1[N:6]([C:7]2[C:12]([Cl:13])=[CH:11][C:10]([Cl:14])=[CH:9][C:8]=2[Cl:15])[N:5]=[C:4]([C:16]2[CH:21]=[CH:20][N:19]=[CH:18][CH:17]=2)[C:3]=1[C:22]([O:24]CC)=[O:23].[OH-].[K+]>O>[NH2:1][C:2]1[N:6]([C:7]2[C:8]([Cl:15])=[CH:9][C:10]([Cl:14])=[CH:11][C:12]=2[Cl:13])[N:5]=[C:4]([C:16]2[CH:17]=[CH:18][N:19]=[CH:20][CH:21]=2)[C:3]=1[C:22]([OH:24])=[O:23] |f:1.2|. Procedure details: 0.4 mmol of Ethyl 5-amino-3-(pyridin-4-yl)-1-(2,4,6-trichlorophenyl)-1H-pyrazole-4-carb-oxylate (8) was dissolved in 20 ml and 10 ml H2O. 4 eq. (1.6 mmol) of KOH was added to the solution. The reaction was finished after 4 h reflux. The organic solvent was evaporated and the aqueous layer was neutralized in ice bath by adding conc. HCl. A colorless precipitate was filtered and recrystallized from hot ethanol.